From a dataset of the Open Reaction Database (ORD), a public repository of structured organic reaction records. describe an organic reaction: reactants, conditions, products, and yield Reactants: BrC=1C=CC=2N(C3=CC=CC=C3C2C1)CCOCCOC (3-bromo-9-(2-(2-methoxyethoxy)ethyl)-9H-carbazole), [Li]CCCC (n-BuLi), C1=CC=C(C=C1)S(=O)(=O)N(F)S(=O)(=O)C2=CC=CC=C2 (N-fluorobenzenesulfonimide). Solvent: C1CCOC1 (THF). Run at temperature -78 celsius, time 50 minute. Yields the product FC=1C=CC=2N(C3=CC=CC=C3C2C1)CCOCCOC (3-Fluoro-9-(2-(2-methoxyethoxy)ethyl)-9H-carbazole). Isolated yield 75.0%. RXN SMILES: Br[C:2]1[CH:3]=[CH:4][C:5]2[N:6]([CH2:15][CH2:16][O:17][CH2:18][CH2:19][O:20][CH3:21])[C:7]3[C:12]([C:13]=2[CH:14]=1)=[CH:11][CH:10]=[CH:9][CH:8]=3.[Li]CCCC.C1C=CC(S(N(S(C2C=CC=CC=2)(=O)=O)[F:37])(=O)=O)=CC=1>C1COCC1>[F:37][C:2]1[CH:3]=[CH:4][C:5]2[N:6]([CH2:15][CH2:16][O:17][CH2:18][CH2:19][O:20][CH3:21])[C:7]3[C:12]([C:13]=2[CH:14]=1)=[CH:11][CH:10]=[CH:9][CH:8]=3. Reported procedure: To a solution of 3-bromo-9-(2-(2-methoxyethoxy)ethyl)-9H-carbazole (3.23 g, 9.3 mmol) in dry THF (50 ml) was added n-BuLi (1.6 M, 8.7 ml, 13.9 mmol) at −78° C. The resulting mixture was stirred for 50 min at −78° C. and then added with N-fluorobenzenesulfonimide (5.6 g, 18.6 mmol). The reaction mixture was allowed to warm to rt and stirred for 2 h before quenched with ammonia chloride solution. The organic layer was separated, dried over anhydrous sodium sulfate and evaporated under vacuum. The ... Starting materials: COc1cccc2c(=O)c(C(=O)C3CCCCC3)c[nH]c12, ClC(Cl)Cl, O=P(Cl)(Cl)Cl. Yields the product COc1cccc2c(Cl)c(C(=O)C3CCCCC3)cnc12. RXN SMILES: [CH:1]1([C:7](=[O:8])[c:9]2[cH:10][nH:11][c:12]3[c:13]([O:20][CH3:21])[cH:14][cH:15][cH:16][c:17]3[c:18]2=[O:19])[CH2:2][CH2:3][CH2:4][CH2:5][CH2:6]1.[CH:22]([Cl:23])([Cl:24])[Cl:25].[P:26]([Cl:27])([Cl:28])([Cl:29])=[O:30]>>[CH:1]1([C:7](=[O:8])[c:9]2[cH:10][n:11][c:12]3[c:13]([O:20][CH3:21])[cH:14][cH:15][cH:16][c:17]3[c:18]2[Cl:23])[CH2:2][CH2:3][CH2:4][CH2:5][CH2:6]1. The reactants are S(=O)(Cl)Cl (thionyl chloride), C(Cl)Cl (CH2Cl2), ClC1=C(C(=O)O)C(=CC(=C1)[N+](=O)[O-])Cl (2,6-dichloro-4-nitrobenzoic acid). The product is ClC1=C(C(=O)OC)C(=CC(=C1)[N+](=O)[O-])Cl (methyl 2,6-dichloro-4-nitrobenzoate). Isolated yield 80.0%. RXN SMILES: [Cl:1][C:2]1[CH:10]=[C:9]([N+:11]([O-:13])=[O:12])[CH:8]=[C:7]([Cl:14])[C:3]=1[C:4]([OH:6])=[O:5].S(Cl)(Cl)=O.[CH2:19](Cl)Cl>>[Cl:1][C:2]1[CH:10]=[C:9]([N+:11]([O-:13])=[O:12])[CH:8]=[C:7]([Cl:14])[C:3]=1[C:4]([O:6][CH3:19])=[O:5]. Procedure: To 2,6-dichloro-4-nitrobenzoic acid (12.8 g, U.S. Pat. No. 3,423,475) was added anhydrous CH2Cl2 (60 mL) and thionyl chloride (40 mL) then the resulting mixture was refluxed for 19 h. The mixture was allowed to cool to room temperature and evaporated. Additional CH2Cl2 (10 mL) was added and the solution was evaporated. MeOH (100 mL) was added to the residue and the mixture was refluxed for 17 h. The mixture was allowed to cool to room temperature and placed in an ice-bath. The precipitated solid... Starting materials: ClCCl, CNC, COc1ccc(N)c(CO)c1, O=S(Cl)Cl. Product: COc1ccc(N)c(CN(C)C)c1. RXN SMILES: [CH2:19]([Cl:20])[Cl:21].[CH3:16][NH:17][CH3:18].[NH2:1][c:2]1[c:3]([CH2:4][OH:5])[cH:6][c:7]([O:10][CH3:11])[cH:8][cH:9]1.[S:12]([Cl:13])([Cl:14])=[O:15]>>[NH2:1][c:2]1[c:3]([CH2:4][N:17]([CH3:16])[CH3:18])[cH:6][c:7]([O:10][CH3:11])[cH:8][cH:9]1. The reactants are C(C=C)OC(=O)N1[C@@H](C[C@H](C1)OS(=O)(=O)C)C(=O)OC ((2S,4R)-1-allyloxycarbonyl-4-methanesulfonyloxy-2-methoxycarbonylpyrrolidine), [BH4-].[Na+] (sodium borohydride), S(O)(O)(=O)=O (sulfuric acid). Run in O1CCCC1 (tetrahydrofuran), C(C)O (ethanol). Conditions: time 4 hour. Yields the product C(C=C)OC(=O)N1[C@@H](C[C@H](C1)OS(=O)(=O)C)CO ((2S,4R)-1-allyloxycarbonyl-4-methanesulfonyloxypyrrolidine-2-methanol). Yield: 93.5%. RXN SMILES: [CH2:1]([O:4][C:5]([N:7]1[CH2:11][C@H:10]([O:12][S:13]([CH3:16])(=[O:15])=[O:14])[CH2:9][C@H:8]1[C:17](OC)=[O:18])=[O:6])[CH:2]=[CH2:3].[BH4-].[Na+].S(=O)(=O)(O)O>O1CCCC1.C(O)C>[CH2:1]([O:4][C:5]([N:7]1[CH2:11][C@H:10]([O:12][S:13]([CH3:16])(=[O:14])=[O:15])[CH2:9][C@H:8]1[CH2:17][OH:18])=[O:6])[CH:2]=[CH2:3] |f:1.2|. Procedure: To a solution of (2S,4R)-1-allyloxycarbonyl-4-methanesulfonyloxy-2-methoxycarbonylpyrrolidine (27.12 g: 74.0 mmole) in a mixture of tetrahydrofuran (94 ml) and ethanol (140 ml), sodium borohydride (12 g: 31.7 mmole) is added in a nitrogen atmosphere under ice cooling. The mixture is stirred for 4 hours at room temperature. To the reaction mixture concentrated sulfuric acid (8.8 ml: 158.4 mmole) is added dropwise under ice cooling. The reaction mixture is concentrated to half a volume in vacuo, a... The reactants are CC(=O)O[BH-](OC(C)=O)OC(C)=O, COc1ccc2ccc(=O)n(CC=O)c2n1, CC(=O)O, ClCCl, CC(C)(C)OC(=O)NC1CCNCC1, [Na+], O. Yields the product COc1ccc2ccc(=O)n(CCN3CCC(NC(=O)OC(C)(C)C)CC3)c2n1. RXN SMILES: [C:35]([O:36][BH-:37]([O:38][C:39](=[O:40])[CH3:41])[O:42][C:43](=[O:44])[CH3:45])(=[O:46])[CH3:47].[CH3:1][O:2][c:3]1[cH:4][cH:5][c:6]2[cH:7][cH:8][c:9](=[O:16])[n:10]([CH2:13][CH:14]=[O:15])[c:11]2[n:12]1.[CH3:31][C:32](=[O:33])[OH:34].[Cl:49][CH2:50][Cl:51].[NH:17]1[CH2:18][CH2:19][CH:20]([NH:23][C:24]([O:25][C:26]([CH3:27])([CH3:28])[CH3:29])=[O:30])[CH2:21][CH2:22]1.[Na+:48].[OH2:52]>>[CH3:1][O:2][c:3]1[cH:4][cH:5][c:6]2[cH:7][cH:8][c:9](=[O:16])[n:10]([CH2:13][CH2:14][N:17]3[CH2:18][CH2:19][CH:20]([NH:23][C:24]([O:25][C:26]([CH3:27])([CH3:28])[CH3:29])=[O:30])[CH2:21][CH2:22]3)[c:11]2[n:12]1. The reactants are [OH-].[Na+] (NaOH), BrC1=NC=CC(=C1)Cl (2-bromo-4-chloro-pyridine), COC(C1=CC(=CC=C1)O)=O (methyl-3-hydroxybenzoate), C([O-])([O-])=O.[Cs+].[Cs+] (cesium carbonate). Solvent: O (water), CS(=O)C (DMSO), CO (MeOH), C(C)(=O)OCC (ethyl acetate). Conditions: temperature 66 celsius. The product is BrC1=NC=CC(=C1)OC=1C=C(C(=O)O)C=CC1 (3-(2-bromo-pyridin-4-yloxy)-benzoic acid). Reaction SMILES: [Br:1][C:2]1[CH:7]=[C:6](Cl)[CH:5]=[CH:4][N:3]=1.C[O:10][C:11](=[O:19])[C:12]1[CH:17]=[CH:16][CH:15]=[C:14]([OH:18])[CH:13]=1.C(=O)([O-])[O-].[Cs+].[Cs+].[OH-].[Na+]>CS(C)=O.C(OCC)(=O)C.CO.O>[Br:1][C:2]1[CH:7]=[C:6]([O:18][C:14]2[CH:13]=[C:12]([CH:17]=[CH:16][CH:15]=2)[C:11]([OH:19])=[O:10])[CH:5]=[CH:4][N:3]=1 |f:2.3.4,5.6|. Procedure: A mixture of 2-bromo-4-chloro-pyridine (200 mg, 1.04 mmol), methyl-3-hydroxybenzoate (158 mg, 1.04 mmol), cesium carbonate (507 mg, 1.56 mmol) in 10 ml of anhydrous DMSO was heated at 66° C. for 5 hours. The mixture was diluted with ethyl acetate (100 ml), washed with brine (3×50 ml), dried over Na2SO4 and evaporated to give a colorless oil. The oil was dissolved in MeOH (8 ml), and 2M NaOH solution (4 ml, 8 mmol) was added. The mixture was heated at 60° C. for 20 minutes, poured into 50 ml of w...